Dataset: the Open Reaction Database (ORD), a public repository of structured organic reaction records. Task: describe an organic reaction: reactants, conditions, products, and yield The reactants are COC(=O)C(C)C(O)c1ccc(OCc2ccccc2)cc1, CO, [H][H]. Product: COC(=O)C(C)C(O)c1ccc(O)cc1. Reaction SMILES: [CH3:1][O:2][C:3]([CH:4]([CH:5]([OH:6])[c:7]1[cH:8][cH:9][c:10]([O:13][CH2:14][c:15]2[cH:16][cH:17][cH:18][cH:19][cH:20]2)[cH:11][cH:12]1)[CH3:21])=[O:22].[CH3:25][OH:26].[H:23][H:24]>>[CH3:1][O:2][C:3]([CH:4]([CH:5]([OH:6])[c:7]1[cH:8][cH:9][c:10]([OH:13])[cH:11][cH:12]1)[CH3:21])=[O:22].